Dataset: the Open Reaction Database (ORD), a public repository of structured organic reaction records. Task: describe an organic reaction: reactants, conditions, products, and yield Starting materials: CN1CCN(CC1)CC=1C=CC(=C(C1)NC=1SC(=C(N1)C1=CC(=CC=C1)C(F)(F)F)C(=O)N)[N+](=O)[O-] (2-[5-(4-methyl-piperazin-1-ylmethyl)-2-nitro-phenylamino]-4-(3-trifluoromethylphenyl)-thiazole-5-carboxylic acid amide), C(=O)O (formic acid), [H][H] (hydrogen). Reagents/catalysts: [Pd] (palladium on carbon). Yields the product FC(C(=O)O)(F)F.CN1CCN(CC1)CC=1C=CC2=C(N(C=N2)C=2SC(=C(N2)C2=CC(=CC=C2)C(F)(F)F)C(=O)N)C1 (2-[6-(4-methyl-piperazin-1-ylmethyl)-benzoimidazol-1-yl]-4-(3-trifluoromethyl-phenyl)thiazole-5-carboxylic acid amide trifluoroacetic acid salt). RXN SMILES: [CH3:1][N:2]1[CH2:7][CH2:6][N:5]([CH2:8][C:9]2[CH:10]=[CH:11][C:12]([N+:34]([O-])=O)=[C:13]([NH:15][C:16]3[S:17][C:18]([C:31]([NH2:33])=[O:32])=[C:19]([C:21]4[CH:26]=[CH:25][CH:24]=[C:23]([C:27]([F:30])([F:29])[F:28])[CH:22]=4)[N:20]=3)[CH:14]=2)[CH2:4][CH2:3]1.[H][H].[CH:39]([OH:41])=[O:40]>[Pd]>[F:28][C:27]([F:30])([F:29])[C:39]([OH:41])=[O:40].[CH3:1][N:2]1[CH2:7][CH2:6][N:5]([CH2:8][C:9]2[CH:10]=[CH:11][C:12]3[N:34]=[CH:39][N:15]([C:16]4[S:17][C:18]([C:31]([NH2:33])=[O:32])=[C:19]([C:21]5[CH:26]=[CH:25][CH:24]=[C:23]([C:27]([F:30])([F:29])[F:28])[CH:22]=5)[N:20]=4)[C:13]=3[CH:14]=2)[CH2:4][CH2:3]1 |f:4.5|. Procedure details: A mixture of 0.1244 g (0.239 mmole) of 2-[5-(4-methyl-piperazin-1-ylmethyl)-2-nitro-phenylamino]-4-(3-trifluoromethylphenyl)-thiazole-5-carboxylic acid amide (VI.48c), 0.1186 g of 10% palladium on carbon catalyst and 10.4 mL of 96% formic acid was stirred under one atmosphere of hydrogen for 16 hours. The mixture was filtered through diatomaceous earth and the filter pad was washed with tetrahydrofuran. The filtrate was concentrated under reduced pressure. The residue was purified by reverse pha...